This data is from the Open Reaction Database (ORD), a public repository of structured organic reaction records. The task is: describe an organic reaction: reactants, conditions, products, and yield Reactants: N([C@@H](CCCCNC(=O)OCC1=CC=CC=C1)C(=O)N[C@@H](CCC(N)=O)C(=O)N[C@@H](CCCC)C(=O)N[C@@H](C)C(=O)N[C@@H](C(C)C)C(=O)N[C@@H](CCCCNC(=O)OCC1=CC=CC=C1)C(=O)N)C(=O)OC(C)(C)C (t-Boc-Lys(CBZ)-Gln-Nle-Ala-Val-Lys(CBZ)-NH2), Br (HBr). The solvent is C(=O)(C(F)(F)F)O (TFA). Product: N[C@@H](CCCCN)C(=O)N[C@@H](CCC(N)=O)C(=O)N[C@@H](CCCC)C(=O)N[C@@H](C)C(=O)N[C@@H](C(C)C)C(=O)N[C@@H](CCCCN)C(=O)N (H-Lys-Gln-Nle-Ala-Val-Lys-NH2), hydrobromide salt. RXN SMILES: [NH:1](C(OC(C)(C)C)=O)[C@H:2]([C:18]([NH:20][C@H:21]([C:27]([NH:29][C@H:30]([C:35]([NH:37][C@H:38]([C:40]([NH:42][C@H:43]([C:47]([NH:49][C@H:50]([C:66]([NH2:68])=[O:67])[CH2:51][CH2:52][CH2:53][CH2:54][NH:55]C(OCC1C=CC=CC=1)=O)=[O:48])[CH:44]([CH3:46])[CH3:45])=[O:41])[CH3:39])=[O:36])[CH2:31][CH2:32][CH2:33][CH3:34])=[O:28])[CH2:22][CH2:23][C:24](=[O:26])[NH2:25])=[O:19])[CH2:3][CH2:4][CH2:5][CH2:6][NH:7]C(OCC1C=CC=CC=1)=O.Br>C(O)(C(F)(F)F)=O>[NH2:1][C@H:2]([C:18]([NH:20][C@H:21]([C:27]([NH:29][C@H:30]([C:35]([NH:37][C@H:38]([C:40]([NH:42][C@H:43]([C:47]([NH:49][C@H:50]([C:66]([NH2:68])=[O:67])[CH2:51][CH2:52][CH2:53][CH2:54][NH2:55])=[O:48])[CH:44]([CH3:46])[CH3:45])=[O:41])[CH3:39])=[O:36])[CH2:31][CH2:32][CH2:33][CH3:34])=[O:28])[CH2:22][CH2:23][C:24](=[O:26])[NH2:25])=[O:19])[CH2:3][CH2:4][CH2:5][CH2:6][NH2:7]. Procedure: The protected hexapeptide (XV) (0.2 g, 0.2 mmol) was dissolved in TFA (5 ml) and treated with HBr gas over 1 hr. The mixture was evaporated in vacuo and triturated with Et2O (2×50 ml) to give (V) as a hydrobromide salt (0.13 g) RfH=0.14. This and a subsequent batch of product were purified by adsorption on to an ion exchange column (CM 25 Sephadex, Pharmacia) which was washed with 10-100 mmol NH4OAc at pH 7. The product was eluted with 100 mmol NH4OAc at pH 8.5. Lyophilisation and subsequent pre... The reactants are CCOC(C)=O, [Cl-], O=[N+]([O-])c1ccc(Nc2ccccn2)cc1, O, O. Yields the product Nc1ccc(Nc2ccccn2)cc1. RXN SMILES: [CH3:20][CH2:21][O:22][C:23](=[O:24])[CH3:25].[Cl-:19].[N+:1]([O-:2])(=[O:3])[c:4]1[cH:5][cH:6][c:7]([NH:10][c:11]2[n:12][cH:13][cH:14][cH:15][cH:16]2)[cH:8][cH:9]1.[OH2:17].[OH2:18]>>[NH2:1][c:4]1[cH:5][cH:6][c:7]([NH:10][c:11]2[n:12][cH:13][cH:14][cH:15][cH:16]2)[cH:8][cH:9]1.